From a dataset of the Open Reaction Database (ORD), a public repository of structured organic reaction records. describe an organic reaction: reactants, conditions, products, and yield The reactants are [BH4-], C=CCCCCCN, CCO, COc1ccc(C=O)cc1, [Na+]. The product is C=CCCCCCNCc1ccc(OC)cc1. As a reaction SMILES: [BH4-:19].[CH2:1]([CH2:2][CH2:3][CH2:4][CH2:5][CH:6]=[CH2:7])[NH2:8].[CH3:21][CH2:22][OH:23].[CH:9]([c:10]1[cH:11][cH:12][c:13]([O:16][CH3:17])[cH:14][cH:15]1)=[O:18].[Na+:20]>>[CH2:1]([CH2:2][CH2:3][CH2:4][CH2:5][CH:6]=[CH2:7])[NH:8][CH2:9][c:10]1[cH:11][cH:12][c:13]([O:16][CH3:17])[cH:14][cH:15]1. The reactants are CCOc1ccc(-c2cc3c(ncn3CCCBr)c(C#N)n2)cc1C(F)(F)F, C1COCCN1, CO, CN(C)C=O. Yields the product CCOc1ccc(-c2cc3c(ncn3CCCN3CCOCC3)c(C#N)n2)cc1C(F)(F)F. Reaction SMILES: [Br:1][CH2:2][CH2:3][CH2:4][n:5]1[cH:6][n:7][c:8]2[c:9]([C:27]#[N:28])[n:10][c:11](-[c:14]3[cH:15][c:16]([C:23]([F:24])([F:25])[F:26])[c:17]([O:20][CH2:21][CH3:22])[cH:18][cH:19]3)[cH:12][c:13]12.[CH2:29]1[CH2:30][O:31][CH2:32][CH2:33][NH:34]1.[CH3:40][OH:41].[O:35]=[CH:36][N:37]([CH3:38])[CH3:39]>>[CH2:2]([CH2:3][CH2:4][n:5]1[cH:6][n:7][c:8]2[c:9]([C:27]#[N:28])[n:10][c:11](-[c:14]3[cH:15][c:16]([C:23]([F:24])([F:25])[F:26])[c:17]([O:20][CH2:21][CH3:22])[cH:18][cH:19]3)[cH:12][c:13]12)[N:34]1[CH2:29][CH2:30][O:31][CH2:32][CH2:33]1.